The task is: describe an organic reaction: reactants, conditions, products, and yield. This data is from the Open Reaction Database (ORD), a public repository of structured organic reaction records. Reactants: C1COC2(CC=C(CC2)C2=CC=NC=C2)O1 (4-(4-pyridyl)cyclohex-3-enone ethyleneacetal). The reagents and catalysts are [C].[Pd] (palladium-carbon). Solvent: Cl (hydrochloric acid). The product is N1=CC=C(C=C1)C1CCC(CC1)=O (4-(4-pyridyl)cyclohexanone). The yield is 83.7%. As a reaction SMILES: C1O[C:4]2([CH2:9][CH2:8][C:7]([C:10]3[CH:15]=[CH:14][N:13]=[CH:12][CH:11]=3)=[CH:6][CH2:5]2)[O:3]C1>Cl.[C].[Pd]>[N:13]1[CH:14]=[CH:15][C:10]([CH:7]2[CH2:6][CH2:5][C:4](=[O:3])[CH2:9][CH2:8]2)=[CH:11][CH:12]=1 |f:2.3|. Reported procedure: In 70 ml of 0.5N hydrochloric acid was dissolved 4 g of 4-(4-pyridyl)cyclohex-3-enone ethyleneacetal and, 400 mg of 10% palladium-carbon was added to the solution followed by hydrogenation at normal temperature under normal pressure. After completion of the reaction, the catalyst was removed. After the system was rendered alkaline with a sodium hydroxide aqueous solution, it was extracted with methylene chloride to give 2.7 g of 4-(4-pyridyl)cyclohexanone. Starting materials: C(C)(C)(C)OC(=O)N1C2C=C(CC1CC2)OS(=O)(=O)C(F)(F)F (3-trifluoromethanesulfonyloxy-8-azabicyclo[3.2.1]oct-2-ene-8-carboxylic acid tert-butyl ester), C(N)(=O)C=1C=C(C=CC1)B(O)O (3-carbamoylphenyl boronic acid), F[B-](F)(F)F.C1(CCCCC1)P(C1CCCCC1)C1CCCCC1 (tricyclohexylphosphine tetrafluoroborate), [F-].[K+] (KF). Reagents/catalysts: C=1C=CC(=CC1)/C=C/C(=O)/C=C/C2=CC=CC=C2.C=1C=CC(=CC1)/C=C/C(=O)/C=C/C2=CC=CC=C2.C=1C=CC(=CC1)/C=C/C(=O)/C=C/C2=CC=CC=C2.[Pd].[Pd] (tris(dibenzylideneacetone)dipalladium(0)). Run at temperature 70 celsius, time 2 hour. Product: C(C)(C)(C)OC(=O)N1C2C=C(CC1CC2)C2=CC(=CC=C2)C(N)=O (3-(3-carbamoylphenyl)-8-azabicyclo[3.2.1]oct-2-ene-8-carboxylic acid tert-butyl ester). Isolated yield 45.7%. RXN SMILES: [C:1]([O:5][C:6]([N:8]1[CH:13]2[CH2:14][CH2:15][CH:9]1[CH:10]=[C:11](OS(C(F)(F)F)(=O)=O)[CH2:12]2)=[O:7])([CH3:4])([CH3:3])[CH3:2].[C:24]([C:27]1[CH:28]=[C:29](B(O)O)[CH:30]=[CH:31][CH:32]=1)(=[O:26])[NH2:25].F[B-](F)(F)F.C1(P(C2CCCCC2)C2CCCCC2)CCCCC1.[F-].[K+]>C1C=CC(/C=C/C(/C=C/C2C=CC=CC=2)=O)=CC=1.C1C=CC(/C=C/C(/C=C/C2C=CC=CC=2)=O)=CC=1.C1C=CC(/C=C/C(/C=C/C2C=CC=CC=2)=O)=CC=1.[Pd].[Pd]>[C:1]([O:5][C:6]([N:8]1[CH:13]2[CH2:14][CH2:15][CH:9]1[CH:10]=[C:11]([C:31]1[CH:30]=[CH:29][CH:28]=[C:27]([C:24](=[O:26])[NH2:25])[CH:32]=1)[CH2:12]2)=[O:7])([CH3:4])([CH3:3])[CH3:2] |f:2.3,4.5,6.7.8.9.10|. Procedure: To a 250 mL flask was added 3-trifluoromethanesulfonyloxy-8-azabicyclo[3.2.1]oct-2-ene-8-carboxylic acid tert-butyl ester (20 g, 56 mmol), 3-carbamoylphenyl boronic acid (10.2 g, 61 mmol), tris(dibenzylideneacetone)dipalladium(0) (Pd2dba3) (2 g, 2.2 mmol), tricyclohexylphosphine tetrafluoroborate (PCy3HBF4) (1.65 g, 4.4 mmol) and KF (9.8 g, 168 mmol). The reagents were purged with nitrogen for 5 min, and then THF (120 mL) and DMF (30 mL) was added. The suspension was stirred and purged with nitr... Reactants: C1(CCCCC1)C(=O)OC (methyl cyclohexanecarboxylate), BrCCCOC (1-bromo-3-methoxypropane), C(C)(C)[N-]C(C)C.[Li+] (lithium diisopropylamide). Solvent: O1CCCC1 (tetrahydrofuran), O1CCCC1 (tetrahydrofuran), O1CCCC1 (tetrahydrofuran). Reaction conditions: temperature -78 celsius, time 30 minute. Yields the product COCCCC1(CCCCC1)C(=O)OC (methyl 1-(3-methoxypropyl)cyclohexanecarboxylate). RXN SMILES: C([N-]C(C)C)(C)C.[Li+].[CH:9]1([C:15]([O:17][CH3:18])=[O:16])[CH2:14][CH2:13][CH2:12][CH2:11][CH2:10]1.Br[CH2:20][CH2:21][CH2:22][O:23][CH3:24]>O1CCCC1>[CH3:24][O:23][CH2:22][CH2:21][CH2:20][C:9]1([C:15]([O:17][CH3:18])=[O:16])[CH2:14][CH2:13][CH2:12][CH2:11][CH2:10]1 |f:0.1|. Reported procedure: To a cooled (−78° C.) solution of lithium diisopropylamide (2.0 M, 12 mL) in tetrahydrofuran (10 mL) was added methyl cyclohexanecarboxylate (1.42 g) in tetrahydrofuran (10 mL). The mixture was stirred at −78° C. for 30 minutes and a solution of 1-bromo-3-methoxypropane (1.73 g) in tetrahydrofuran (10 mL) was added to the mixture. The mixture was stirred overnight and the temperature was allowed to warm up to room temperature. The mixture was quenched with aqueous NH4Cl and extracted with ethyl ... The reactants are O=C([O-])[O-], CS(C)=O, O=[N+]([O-])c1ncccc1Cl, [Cs+], [Cs+], O, COC(=O)c1ccc(S)cc1. Product: COC(=O)c1ccc(Sc2cccnc2[N+](=O)[O-])cc1. Reaction SMILES: [C:22](=[O:23])([O-:24])[O-:25].[CH3:28][S:29]([CH3:30])=[O:31].[Cl:12][c:13]1[c:14]([N+:19](=[O:20])[O-:21])[n:15][cH:16][cH:17][cH:18]1.[Cs+:26].[Cs+:27].[OH2:32].[SH:1][c:2]1[cH:3][cH:4][c:5]([C:6](=[O:7])[O:8][CH3:9])[cH:10][cH:11]1>>[S:1]([c:2]1[cH:3][cH:4][c:5]([C:6](=[O:7])[O:8][CH3:9])[cH:10][cH:11]1)[c:13]1[c:14]([N+:19](=[O:20])[O-:21])[n:15][cH:16][cH:17][cH:18]1. Reactants: Cc1ccc(S(=O)(=O)n2ccc3c(-c4nc(N5CCOCC5C)cc(C5(S(C)(=N)=O)CC5)n4)ccnc32)cc1, COCCOC, Cl, [Na+], [OH-]. Yields the product CC1COCCN1c1cc(C2(S(C)(=N)=O)CC2)nc(-c2ccnc3[nH]ccc23)n1. RXN SMILES: [CH3:3][CH:4]1[CH2:5][O:6][CH2:7][CH2:8][N:9]1[c:10]1[n:11][c:12](-[c:23]2[c:24]3[c:25]([n:26][cH:27][cH:28]2)[n:29]([S:32]([c:33]2[cH:34][cH:35][c:36]([CH3:37])[cH:38][cH:39]2)(=[O:40])=[O:41])[cH:30][cH:31]3)[n:13][c:14]([C:16]2([S:19](=[O:20])(=[NH:21])[CH3:22])[CH2:17][CH2:18]2)[cH:15]1.[CH3:43][O:44][CH2:45][CH2:46][O:47][CH3:48].[ClH:42].[Na+:2].[OH-:1]>>[CH3:3][CH:4]1[CH2:5][O:6][CH2:7][CH2:8][N:9]1[c:10]1[n:11][c:12](-[c:23]2[c:24]3[c:25]([n:26][cH:27][cH:28]2)[nH:29][cH:30][cH:31]3)[n:13][c:14]([C:16]2([S:19](=[O:20])(=[NH:21])[CH3:22])[CH2:17][CH2:18]2)[cH:15]1. Reaction conditions: time 8 hour. Yield: 100.4%. The solvent is O (Water), O1CCCC1 (tetrahydrofuran), C(C)O (ethanol). Reaction SMILES: [F:1][C:2]1[CH:7]=[CH:6][C:5]([N:8]2[C:12]([C:13]3[CH:18]=[CH:17][C:16]([S:19]([CH3:22])(=[O:21])=[O:20])=[CH:15][CH:14]=3)=[CH:11][C:10]([C:23]([O:25]CC)=[O:24])=[N:9]2)=[CH:4][CH:3]=1.[OH-].[Na+].O1CCOCC1.Cl>O1CCCC1.C(O)C.O>[F:1][C:2]1[CH:7]=[CH:6][C:5]([N:8]2[C:12]([C:13]3[CH:14]=[CH:15][C:16]([S:19]([CH3:22])(=[O:21])=[O:20])=[CH:17][CH:18]=3)=[CH:11][C:10]([C:23]([OH:25])=[O:24])=[N:9]2)=[CH:4][CH:3]=1 |f:1.2|. Reactants: Cl (hydrochloric acid), FC1=CC=C(C=C1)N1N=C(C=C1C1=CC=C(C=C1)S(=O)(=O)C)C(=O)OCC (ethyl 1-(4-fluorophenyl)-5-[4-(methylsulfonyl)phenyl]pyrazole-3-carboxylate), [OH-].[Na+] (sodium hydroxide), O1CCOCC1 (dioxane). Product: FC1=CC=C(C=C1)N1N=C(C=C1C1=CC=C(C=C1)S(=O)(=O)C)C(=O)O (1-(4-fluorophenyl)-5-[4-(methylsulfonyl)phenyl]pyrazole-3-carboxylic acid). Procedure: A mixture of ethyl 1-(4-fluorophenyl)-5-[4-(methylsulfonyl)phenyl]pyrazole-3-carboxylate (4.4 g) and 4N sodium hydroxide (5.7 ml) in tetrahydrofuran (20 ml), ethanol (10 ml and dioxane 20 ml was stirred at ambient temperature overnight. Water (50 ml) was added, and the mixture was acidified with hydrochloric acid. The precipitates were filtered and washed with water to give colorless crystals of 1-(4-fluorophenyl)-5-[4-(methylsulfonyl)phenyl]pyrazole-3-carboxylic acid (4.1 g). Starting materials: Cl (hydrochloric acid), ClC1=CC=C(C=C1)C(C(=O)OCC)C1C(CCC1)(F)F (ethyl (4-chlorophenyl)(2,2-difluorocyclopentyl)acetate), C1CCOC1 (THF), [OH-].[Na+] (sodium hydroxide). Solvent: CO (methanol), O (water), O (water). Reaction conditions: time 8 hour. Product: ClC1=CC=C(C=C1)C(C(=O)O)C1C(CCC1)(F)F ((4-Chlorophenyl)(2,2-difluorocyclopentyl)acetic acid). Reaction SMILES: [Cl:1][C:2]1[CH:7]=[CH:6][C:5]([CH:8]([CH:14]2[CH2:18][CH2:17][CH2:16][C:15]2([F:20])[F:19])[C:9]([O:11]CC)=[O:10])=[CH:4][CH:3]=1.C1COCC1.[OH-].[Na+].Cl>CO.O>[Cl:1][C:2]1[CH:3]=[CH:4][C:5]([CH:8]([CH:14]2[CH2:18][CH2:17][CH2:16][C:15]2([F:19])[F:20])[C:9]([OH:11])=[O:10])=[CH:6][CH:7]=1 |f:2.3|. Procedure details: 2.70 g (8.92 mmol) of ethyl (4-chlorophenyl)(2,2-difluorocyclopentyl)acetate (diastereomer mixture) were dissolved in 10 ml of methanol, 10 ml of THF and 5 ml of water, and 7.13 g (89.18 mmol) of 50% strength aqueous sodium hydroxide solution were added at RT. The reaction mixture was stirred at RT overnight. The mixture was then diluted with water and acidified with hydrochloric acid. The aqueous phase was extracted three times with ethyl acetate, the combined organic phases were dried over mag...